This data is from the Open Reaction Database (ORD), a public repository of structured organic reaction records. The task is: describe an organic reaction: reactants, conditions, products, and yield Reactants: C(C)(=O)OCC=1C(=NC=CC1B1OC(C(O1)(C)C)(C)C)N1N=CC=2C=3CCCCC3SC2C1=O ((2-{6-oxo-8-thia-4,5-diazatricyclo[7.4.0.02,7]trideca-1(9),2(7),3-trien-5-yl}-4-(tetramethyl-1,3,2-dioxaborolan-2-yl)pyridin-3-yl)methyl acetate), BrC=1C=C(C(N(C1)C)=O)NC1=NOC(=C1)C (5-Bromo-1-methyl-3-(5-methylisoxazol-3-ylamino)pyridin-2(1H)-one), [O-]P(=O)([O-])[O-].[K+].[K+].[K+] (K3PO4), C(C)(=O)[O-].[Na+] (sodium acetate). Reagents/catalysts: C1=CC=C(C=C1)P([C-]2C=CC=C2)C3=CC=CC=C3.C1=CC=C(C=C1)P([C-]2C=CC=C2)C3=CC=CC=C3.Cl[Pd]Cl.[Fe+2] (PdCl2(dppf)). Solvent: C(C)#N (acetonitrile), O (water). Run at temperature 100 celsius, time 3 hour. The product is C(C)(=O)OCC=1C(=NC=CC1C1=CN(C(C(=C1)NC1=NOC(=C1)C)=O)C)N1N=CC=2C=3CCCCC3SC2C1=O ((4-{1-Methyl-5-[(5-methyl-1,2-oxazol-3-yl)amino]-6-oxo-1,6-dihydropyridin-3-yl}-2-{6-oxo-8-thia-4,5-diazatricyclo[7.4.0.02,7]trideca-1(9),2(7),3-trien-5-yl}pyridin-3-yl)methyl Acetate). Yield: 60.1%. RXN SMILES: [C:1]([O:4][CH2:5][C:6]1[C:7]([N:21]2[C:33](=[O:34])[C:32]3[S:31][C:30]4[CH2:29][CH2:28][CH2:27][CH2:26][C:25]=4[C:24]=3[CH:23]=[N:22]2)=[N:8][CH:9]=[CH:10][C:11]=1B1OC(C)(C)C(C)(C)O1)(=[O:3])[CH3:2].Br[C:36]1[CH:37]=[C:38]([NH:44][C:45]2[CH:49]=[C:48]([CH3:50])[O:47][N:46]=2)[C:39](=[O:43])[N:40]([CH3:42])[CH:41]=1.[O-]P([O-])([O-])=O.[K+].[K+].[K+].C([O-])(=O)C.[Na+]>C1C=CC(P(C2C=CC=CC=2)[C-]2C=CC=C2)=CC=1.C1C=CC(P(C2C=CC=CC=2)[C-]2C=CC=C2)=CC=1.Cl[Pd]Cl.[Fe+2].C(#N)C.O>[C:1]([O:4][CH2:5][C:6]1[C:7]([N:21]2[C:33](=[O:34])[C:32]3[S:31][C:30]4[CH2:29][CH2:28][CH2:27][CH2:26][C:25]=4[C:24]=3[CH:23]=[N:22]2)=[N:8][CH:9]=[CH:10][C:11]=1[C:36]1[CH:37]=[C:38]([NH:44][C:45]2[CH:49]=[C:48]([CH3:50])[O:47][N:46]=2)[C:39](=[O:43])[N:40]([CH3:42])[CH:41]=1)(=[O:3])[CH3:2] |f:2.3.4.5,6.7,8.9.10.11|. Procedure: A 50-mL round-bottomed flask equipped with a reflux condenser was charged with (2-{6-oxo-8-thia-4,5-diazatricyclo[7.4.0.02,7]trideca-1(9),2(7),3-trien-5-yl}-4-(tetramethyl-1,3,2-dioxaborolan-2-yl)pyridin-3-yl)methyl acetate 230i (150 mg, 0.31 mmol), 5-bromo-1-methyl-3-(5-methylisoxazol-3-ylamino)pyridine-2(1H)-one 283a (88 mg, 0.31 mmol), PdCl2(dppf) (24 mg, 0.031 mmol), K3PO4 (131 mg, 0.62 mmol), sodium acetate (61 mg, 0.62 mmol), water (0.2 mL), and acetonitrile (10 mL). The system was subject... The reactants are CC1COCCN1, CCO, CCN(C(C)C)C(C)C, Clc1nc(Cl)c2nc[nH]c2n1. Product: CC1COCCN1c1nc(Cl)nc2[nH]cnc12. As a reaction SMILES: [CH3:12][CH:13]1[CH2:14][O:15][CH2:16][CH2:17][NH:18]1.[CH3:28][CH2:29][OH:30].[CH:19]([N:20]([CH2:21][CH3:22])[CH:23]([CH3:24])[CH3:25])([CH3:26])[CH3:27].[Cl:1][c:2]1[n:3][c:4]([Cl:11])[c:5]2[n:6][cH:7][nH:8][c:9]2[n:10]1>>[Cl:1][c:2]1[n:3][c:4]([N:18]2[CH:13]([CH3:12])[CH2:14][O:15][CH2:16][CH2:17]2)[c:5]2[n:6][cH:7][nH:8][c:9]2[n:10]1. Reactants: O=C([O-])[O-], Oc1cccc(OCc2ccccc2)c1, CCC(C)=O, CCOC(=O)CCC(Cl)c1ccccc1, [I-], [K+], [K+], [K+]. Product: CCOC(=O)CCC(Oc1cccc(OCc2ccccc2)c1)c1ccccc1. As a reaction SMILES: [C:31](=[O:32])([O-:33])[O-:34].[CH2:1]([c:2]1[cH:3][cH:4][cH:5][cH:6][cH:7]1)[O:8][c:9]1[cH:10][c:11]([OH:15])[cH:12][cH:13][cH:14]1.[CH2:39]([C:40]([CH3:41])=[O:42])[CH3:43].[Cl:16][CH:17]([CH2:18][CH2:19][C:20](=[O:21])[O:22][CH2:23][CH3:24])[c:25]1[cH:26][cH:27][cH:28][cH:29][cH:30]1.[I-:38].[K+:35].[K+:36].[K+:37]>>[CH2:1]([c:2]1[cH:3][cH:4][cH:5][cH:6][cH:7]1)[O:8][c:9]1[cH:10][c:11]([O:15][CH:17]([CH2:18][CH2:19][C:20](=[O:21])[O:22][CH2:23][CH3:24])[c:25]2[cH:26][cH:27][cH:28][cH:29][cH:30]2)[cH:12][cH:13][cH:14]1. Starting materials: O=C(O)Cn1ccc(NC(=O)OCc2ccccc2)nc1=O, O=C(Cl)C(=O)Cl, ClCCl. Product: O=C(Cl)Cn1ccc(NC(=O)OCc2ccccc2)nc1=O. RXN SMILES: [C:7]([CH2:8][n:11]1[c:12](=[O:13])[n:14][c:15]([NH:16][C:17](=[O:18])[O:19][CH2:20][c:21]2[cH:22][cH:23][cH:24][cH:25][cH:26]2)[cH:27][cH:28]1)([OH:9])=[O:10].[Cl:1][C:2](=[O:3])[C:4]([Cl:5])=[O:6].[Cl:29][CH2:30][Cl:31]>>[Cl:1][C:2](=[O:3])[CH2:4][n:11]1[c:12](=[O:13])[n:14][c:15]([NH:16][C:17](=[O:18])[O:19][CH2:20][c:21]2[cH:22][cH:23][cH:24][cH:25][cH:26]2)[cH:27][cH:28]1. The reactants are C(C1=CC=CC=C1)OC[C@@H](C[C@@H]1N=C([C@H](N=C1OCC)C(C)C)OCC)C(C)C ((2S,5R)-2-((S)-2-(benzyloxymethyl)-3-methylbutyl)-3,6-diethoxy-5-isopropyl-2,5-dihydropyrazine), Cl (HCl), C(=O)(O)[O-].[Na+] (NaHCO3). Solvent: CC#N (CH3CN). Reaction conditions: time 1.5 hour. Yields the product N[C@H](C(=O)OCC)C[C@@H](C(C)C)COCC1=CC=CC=C1 ((2S,4S)-ethyl 2-amino-4-(benzyloxymethyl)-5-methylhexanoate). RXN SMILES: [CH2:1]([O:8][CH2:9][C@H:10]([CH:27]([CH3:29])[CH3:28])[CH2:11][C@H:12]1[C:17]([O:18][CH2:19][CH3:20])=N[C@H](C(C)C)C(OCC)=[N:13]1)[C:2]1[CH:7]=[CH:6][CH:5]=[CH:4][CH:3]=1.Cl.C([O-])(O)=[O:32].[Na+]>CC#N>[NH2:13][C@@H:12]([CH2:11][C@H:10]([CH2:9][O:8][CH2:1][C:2]1[CH:7]=[CH:6][CH:5]=[CH:4][CH:3]=1)[CH:27]([CH3:29])[CH3:28])[C:17]([O:18][CH2:19][CH3:20])=[O:32] |f:2.3|. Procedure details: To a solution of (2S,5R)-2-((S)-2-(benzyloxymethyl)-3-methylbutyl)-3,6-diethoxy-5-isopropyl-2,5-dihydropyrazine (17.5 g, 46.8 mmol) in CH3CN (187 mL) was added 1 N aq HCl (187 mL, 187.2 mol) at rt and stirring was continued for 1.5 h. The mixture was poured into ice-cold, satd aq NaHCO3 and extracted with EtOAc (3×200 mL). The combined organic layers were washed with brine, dried and evaporated to afford (2S,4S)-ethyl 2-amino-4-(benzyloxymethyl)-5-methylhexanoate as a pale yellow oil (13.5 g) wh... The reactants are O.C1(=CC(O)=CC(C)=C1)O (Orcinol monohydrate), CC1=C(C=C(C=C1)[N+](=O)[O-])S(=O)(=O)Cl (2-methyl-5-nitrobenzenesulfonyl chloride). Run in C(=O)(O)[O-].[Na+] (NaHCO3), C(C)OCC (diethyl ether), O (water). Conditions: time 8 hour. The product is CC=1C=C(C=C(C1)O)OS(=O)(=O)C1=C(C=CC(=C1)[N+](=O)[O-])C (5-Methyl-3-(2-methyl-5-nitrophenylsulfonyloxy)phenol). Isolated yield 65.0%. Reaction SMILES: O.[C:2]1([OH:10])[CH:9]=[C:7]([CH3:8])[CH:6]=[C:4]([OH:5])[CH:3]=1.[CH3:11][C:12]1[CH:17]=[CH:16][C:15]([N+:18]([O-:20])=[O:19])=[CH:14][C:13]=1[S:21](Cl)(=[O:23])=[O:22]>C([O-])(O)=O.[Na+].C(OCC)C.O>[CH3:8][C:7]1[CH:9]=[C:2]([O:10][S:21]([C:13]2[CH:14]=[C:15]([N+:18]([O-:20])=[O:19])[CH:16]=[CH:17][C:12]=2[CH3:11])(=[O:22])=[O:23])[CH:3]=[C:4]([OH:5])[CH:6]=1 |f:0.1,3.4|. Reported procedure: Orcinol monohydrate (2.84 g, 20.0 mmol) and 2-methyl-5-nitrobenzenesulfonyl chloride (4.71 g, 20.0 mmol) were mixed in saturated aqueous NaHCO3 (60 mL) and diethyl ether (60 mL). The biphasic mixture was stirred vigorously at ambient temperature overnight. The reaction mixture was diluted with water (100 mL) and extracted into ethyl acetate (3×60 mL). The organic phase was washed with brine (2×50 mL) and dried over Na2SO4. After removing the solvent in vacuo, the residue was purified by flash co... Starting materials: COC(COC1=C(C=C(C=C1)OCC#CC1=CC(=CC(=C1)C#CCN1CCOCC1)C#CC1=CC=C(C=C1)S(=O)(=O)C)C)=O ((4-{3-[3-(4-methanesulfonyl-phenylethynyl)-5-(3-morpholin-4-yl-prop-1-ynyl)-phenyl]-prop-2-ynyloxy}-2-methyl-phenoxy)-acetic acid methyl ester), ice, [Li+].[OH-] (LiOH), O (water), Cl (HCl). Run in C1CCOC1 (THF), CO (methanol). Reaction conditions: temperature 0 celsius, time 460 minute. Product: CS(=O)(=O)C1=CC=C(C=C1)C#CC=1C=C(C=C(C1)C#CCN1CCOCC1)C#CCOC1=CC(=C(OCC(=O)O)C=C1)C ((4-{3-[3-(4-Methanesulfonyl-phenylethynyl)-5-(3-morpholin-4-yl-prop-1-ynyl)-phenyl]-prop-2-ynyloxy}-2-methyl-phenoxy)-acetic acid). Reaction SMILES: C[O:2][C:3](=[O:44])[CH2:4][O:5][C:6]1[CH:11]=[CH:10][C:9]([O:12][CH2:13][C:14]#[C:15][C:16]2[CH:21]=[C:20]([C:22]#[C:23][CH2:24][N:25]3[CH2:30][CH2:29][O:28][CH2:27][CH2:26]3)[CH:19]=[C:18]([C:31]#[C:32][C:33]3[CH:38]=[CH:37][C:36]([S:39]([CH3:42])(=[O:41])=[O:40])=[CH:35][CH:34]=3)[CH:17]=2)=[CH:8][C:7]=1[CH3:43].[Li+].[OH-].O.Cl>C1COCC1.CO>[CH3:42][S:39]([C:36]1[CH:35]=[CH:34][C:33]([C:32]#[C:31][C:18]2[CH:17]=[C:16]([C:15]#[C:14][CH2:13][O:12][C:9]3[CH:10]=[CH:11][C:6]([O:5][CH2:4][C:3]([OH:44])=[O:2])=[C:7]([CH3:43])[CH:8]=3)[CH:21]=[C:20]([C:22]#[C:23][CH2:24][N:25]3[CH2:26][CH2:27][O:28][CH2:29][CH2:30]3)[CH:19]=2)=[CH:38][CH:37]=1)(=[O:40])=[O:41] |f:1.2|. Procedure: To a solution of (4-{3-[3-(4-methanesulfonyl-phenylethynyl)-5-(3-morpholin-4-yl-prop-1-ynyl)-phenyl]-prop-2-ynyloxy}-2-methyl-phenoxy)-acetic acid methyl ester (50 mg, 0.08 mmol) in THF (1.25 ml) and methanol (0.25 ml) was added a ice-cold solution of LiOH (1 M, 1.25 ml). The reaction mixture was stirred at 0° C. for 460 min., after which water (10 ml) and aqueous HCl (1M, 1.75 ml) were added. The mixture was extracted with ethyl acetate (2×10 ml), and the combined organic phases were dried and ... Reactants: O[C@@H](CO)[C@H]1N(C([C@H]1NC(OCC1=CC=CC=C1)=O)=O)CC1=C(C=C(C=C1)OC)OC (benzyl ((2S,3S)-2-((R)-1,2-dihydroxyethyl)-1-(2,4-dimethoxybenzyl)-4-oxoazetidin-3-yl)carbamate), I(=O)(=O)(=O)[O-].[Na+] (sodium periodate). Solvent: CCOC(=O)C (EtOAc), O (water). Run at temperature 50 celsius. Yields the product COC1=C(CN2[C@@H]([C@@H](C2=O)NC(OCC2=CC=CC=C2)=O)C=O)C=CC(=C1)OC (Benzyl ((2S,3S)-1-(2,4-dimethoxybenzyl)-2-formyl-4-oxoazetidin-3-yl)carbamate). The yield is 98.2%. As a reaction SMILES: [OH:1][C@H:2]([C@@H:5]1[C@H:8]([NH:9][C:10](=[O:19])[O:11][CH2:12][C:13]2[CH:18]=[CH:17][CH:16]=[CH:15][CH:14]=2)[C:7](=[O:20])[N:6]1[CH2:21][C:22]1[CH:27]=[CH:26][C:25]([O:28][CH3:29])=[CH:24][C:23]=1[O:30][CH3:31])CO.I([O-])(=O)(=O)=O.[Na+]>CCOC(C)=O.O>[CH3:31][O:30][C:23]1[CH:24]=[C:25]([O:28][CH3:29])[CH:26]=[CH:27][C:22]=1[CH2:21][N:6]1[C:7](=[O:20])[C@@H:8]([NH:9][C:10](=[O:19])[O:11][CH2:12][C:13]2[CH:18]=[CH:17][CH:16]=[CH:15][CH:14]=2)[C@H:5]1[CH:2]=[O:1] |f:1.2|. Procedure: To a solution of benzyl ((2S,3S)-2-((R)-1,2-dihydroxyethyl)-1-(2,4-dimethoxybenzyl)-4-oxoazetidin-3-yl)carbamate (240 g, 0.557 mol) in EtOAc (4.5 L) was added a solution of sodium periodate (132 g, 0.617 mol) in water (1.125 L) and the bilayer was heated to 50° C. for 2 h, whereupon it was cooled to rt and the layers were separated. The aqueous layer was extracted with EtOAc (500 mL) and the combined organic layers were washed with water, brine, dried over Na2SO4 and concentrated in vacuo to aff... As a reaction SMILES: [C:1]1(=[O:11])[O:6][C:4](=O)[C:3]2=[CH:7][CH:8]=[CH:9][CH:10]=[C:2]12.[NH2:12][C:13]1[N:18]=[CH:17][C:16](/[CH:19]=[CH:20]/[C:21]([N:23]([CH3:35])[CH2:24][C:25]2[N:26]([CH3:34])[C:27]3[C:32]([CH:33]=2)=[CH:31][CH:30]=[CH:29][CH:28]=3)=[O:22])=[CH:15][CH:14]=1.C(=O)(O)[O-].[Na+]>C1COCC1>[O:11]=[C:1]1[C:2]2[C:3](=[CH:7][CH:8]=[CH:9][CH:10]=2)[C:4](=[O:6])[N:12]1[C:13]1[N:18]=[CH:17][C:16](/[CH:19]=[CH:20]/[C:21]([N:23]([CH3:35])[CH2:24][C:25]2[N:26]([CH3:34])[C:27]3[C:32]([CH:33]=2)=[CH:31][CH:30]=[CH:29][CH:28]=3)=[O:22])=[CH:15][CH:14]=1 |f:2.3|. Yield: 34.0%. Starting materials: C1(C=2C(C(=O)O1)=CC=CC2)=O (Phthalic anhydride), NC1=CC=C(C=N1)/C=C/C(=O)N(CC=1N(C2=CC=CC=C2C1)C)C ((E)-3-(6-aminopyridin-3-yl)-N-methyl-N-(1-methyl-1H-indol-2-ylmethyl)acrylamide), C([O-])(O)=O.[Na+] (sodium bicarbonate). Reported procedure: Phthalic anhydride (0.81 g, 5.48 mmole) was added to a solution of (E)-3-(6-aminopyridin-3-yl)-N-methyl-N-(1-methyl-1H-indol-2-ylmethyl)acrylamide (0.44 g, 1.37 mmole) and sodium bicarbonate (0.58 g, 6.85 mmole) in THF (70 mL) at RT, and the reaction was heated at reflux under nitrogen. After 48 hr, the reaction was concentrated in vacuo and the residue was purified by flash chromatography on silica gel (ethyl acetate). The title compound (0.21 g, 33%) was obtained as a white solid: MS (ES) m/e ... Reaction conditions: time 48 hour. Yields the product O=C1N(C(C2=CC=CC=C12)=O)C1=CC=C(C=N1)/C=C/C(=O)N(CC=1N(C2=CC=CC=C2C1)C)C ((E)-3-[6-(1,3-dioxo-1,3-dihydroisoindol-2-yl)pyridin-3-yl]-N-methyl-N-(1-methyl-1H-indol-2-ylmethyl)acrylamide). Solvent: C1CCOC1 (THF). Starting materials: C1(CC1)N (cyclopropyl amine), BrC1=NC2=C(N1[C@H]1[C@H](O)[C@H](O)[C@H](O1)C)C=C(C(=C2)Cl)Cl (2-bromo-5,6-dichloro-1-(5-deoxy-beta-D-ribofuranosyl)-1H-benzimidazole). Solvent: C(Cl)Cl (CH2Cl2). Yields the product ClC1=CC2=C(N(C(=N2)NC2CC2)[C@H]2[C@H](O)[C@H](O)[C@H](O2)C)C=C1Cl (5,6-Dichloro-1-(5-deoxy-beta-D-ribofuranosyl)-N-(cyclopropyl)-1H-benzimidazol-2-amine). Isolated yield 50.8%. As a reaction SMILES: [CH:1]1([NH2:4])[CH2:3][CH2:2]1.Br[C:6]1[N:10]([C@@H:11]2[O:17][C@H:16]([CH3:18])[C@@H:14]([OH:15])[C@H:12]2[OH:13])[C:9]2[CH:19]=[C:20]([Cl:24])[C:21]([Cl:23])=[CH:22][C:8]=2[N:7]=1>C(Cl)Cl>[Cl:23][C:21]1[C:20]([Cl:24])=[CH:19][C:9]2[N:10]([C@@H:11]3[O:17][C@H:16]([CH3:18])[C@@H:14]([OH:15])[C@H:12]3[OH:13])[C:6]([NH:4][CH:1]3[CH2:3][CH2:2]3)=[N:7][C:8]=2[CH:22]=1. Procedure: Following General Procedure V, cyclopropyl amine (Aldrich, 5 mL, 71.28 mmol), and 2-bromo-5,6-dichloro-1-(5-deoxy-beta-D-ribofuranosyl)-1H-benzimidazole (250 mg, 0.65 mmol) reacted for 92 h. Purification on a silica gel column with 1:15 methanol:CH2Cl2 gave the title compound (120 mg, 0.33 mmol, 52%); MS (El): m/z (rel. intensity) 358 (0.08, M+); 1H NMR (DMSO-d6) δ7.48 (s, 1H, Ar—H), 7.35 (s, 1H, Ar—H), 7.13 (d, 1H, NH, J=2.0 Hz), 5.61 (d,1H, CH, J=6.6 Hz), 5.25 (m, 2H, 2 overlapping OH), 4.36 (...